This data is from the Open Reaction Database (ORD), a public repository of structured organic reaction records. The task is: describe an organic reaction: reactants, conditions, products, and yield Starting materials: O=C(Cl)c1ccccc1, O=C(CO)NCCCOc1cccc(CN2CCCCC2)c1, c1ccncc1. The product is O=C(COC(=O)c1ccccc1)NCCCOc1cccc(CN2CCCCC2)c1. RXN SMILES: [C:23]([c:24]1[cH:25][cH:26][cH:27][cH:28][cH:29]1)(=[O:30])[Cl:31].[N:1]1([CH2:7][c:8]2[cH:9][c:10]([O:11][CH2:12][CH2:13][CH2:14][NH:15][C:16]([CH2:17][OH:18])=[O:19])[cH:20][cH:21][cH:22]2)[CH2:2][CH2:3][CH2:4][CH2:5][CH2:6]1.[cH:32]1[cH:33][cH:34][n:35][cH:36][cH:37]1>>[N:1]1([CH2:7][c:8]2[cH:9][c:10]([O:11][CH2:12][CH2:13][CH2:14][NH:15][C:16]([CH2:17][O:18][C:23]([c:24]3[cH:25][cH:26][cH:27][cH:28][cH:29]3)=[O:30])=[O:19])[cH:20][cH:21][cH:22]2)[CH2:2][CH2:3][CH2:4][CH2:5][CH2:6]1.